Task: describe an organic reaction: reactants, conditions, products, and yield. Dataset: the Open Reaction Database (ORD), a public repository of structured organic reaction records Starting materials: NCCNCCO (N-(2-aminoethyl)-ethanolamine), C(CN)N (ethylenediamine), N1CCNCC1 (piperazine), P(O)(O)(O)=O (phosphoric acid), C(O)CN (monoethanolamine), NCCNCCN (diethylenetriamine). The product is polyethylene polyamines, NCCNCCNCCN (triethylenetetramine), NCCNCCNCCNCCN (tetraethylenepentamine). As a reaction SMILES: C(CN)O.[CH2:5]([NH2:8])[CH2:6][NH2:7].P(=O)(O)(O)O.[NH2:14][CH2:15][CH2:16][NH:17][CH2:18][CH2:19][NH2:20].[NH:21]1[CH2:26][CH2:25][NH:24][CH2:23][CH2:22]1.NCCNCCO>>[NH2:7][CH2:6][CH2:5][NH:8][CH2:19][CH2:18][NH:17][CH2:16][CH2:15][NH2:14].[NH2:14][CH2:15][CH2:16][NH:17][CH2:18][CH2:19][NH:20][CH2:25][CH2:26][NH:21][CH2:22][CH2:23][NH2:24]. Procedure details: Employing the reaction equipment and general procedures described in Example I, a solution of 229.0 g. (3.75 moles) monoethanolamine and 225.0 g. (3.75 moles) ethylenediamine was admixed with 6.25 g. (0.054 mole; 2.3wt.% and 1.44 mole%, basis MEA) 85% phosphoric acid and heated at 250° C. under 225 - 225 psig pressure for 2.0 hours. Analysis of the reaction product by gas-liquid chromatography (GLC Area %) showed a total conversion of reactants of only 4.7% was obtained. The reaction products we...